The task is: describe an organic reaction: reactants, conditions, products, and yield. This data is from the Open Reaction Database (ORD), a public repository of structured organic reaction records. The reactants are C(C)S(=O)(=O)NC(=O)C1=CC(=CC=C1)[N+](=O)[O-] (1-(ethylsulphonylaminocarbonyl )-3-nitrobenzene). The reagents and catalysts are [Pd] (palladium on carbon). Solvent: C(C)O (ethanol), O (water). The product is C(C)S(=O)(=O)NC(=O)C1=CC(=CC=C1)N (1-(Ethylsulphonylaminocarbonyl)-3-aminobenzene). Isolated yield 73.6%. RXN SMILES: [CH2:1]([S:3]([NH:6][C:7]([C:9]1[CH:14]=[CH:13][CH:12]=[C:11]([N+:15]([O-])=O)[CH:10]=1)=[O:8])(=[O:5])=[O:4])[CH3:2]>[Pd].O.C(O)C>[CH2:1]([S:3]([NH:6][C:7]([C:9]1[CH:14]=[CH:13][CH:12]=[C:11]([NH2:15])[CH:10]=1)=[O:8])(=[O:4])=[O:5])[CH3:2]. Procedure details: In the same way as that described in Example 11, Step 2, using 1-(ethylsulphonylaminocarbonyl )-3-nitrobenzene (3 g, 11.6 mmol), 10% palladium on carbon (0.3 g, 10% (w/w)) in water (3 ml) and ethanol (100 ml), the title compound (1.95 g, 74%) was afforded as a pale beige solid after recrystallisation from ethanol. mp 129°-132° C. 1H NMR (360 MHz, D6 -DMSO) δ 1.24 (3H, t, J=7.4 Hz), 3.47 (2H, q, J=7.4 Hz), 5.40 (2H, brs), 6.77-6.83 (1H, m), 7.02-7.08 (2H, m), 7.13 (1H, dd, J=7.8 and 7.7 Hz). The reactants are ClC=1N=C(C2=C(N1)N=C(S2)N2CCOCC2)N2CCOCC2 (5-chloro-2,7-dimorpholinothiazolo[4,5-d]pyrimidine), C(C)#N (acetonitrile), 5-pyrimidine-2-amine boronic acid, C([O-])([O-])=O.[Na+].[Na+] (sodium carbonate). Reagents/catalysts: Cl[Pd]([P](C1=CC=CC=C1)(C2=CC=CC=C2)C3=CC=CC=C3)([P](C4=CC=CC=C4)(C5=CC=CC=C5)C6=CC=CC=C6)Cl (trans-dichlorobis(triphenylphosphine)palladium(II)), Cl[Pd]([P](C1=CC=CC=C1)(C2=CC=CC=C2)C3=CC=CC=C3)([P](C4=CC=CC=C4)(C5=CC=CC=C5)C6=CC=CC=C6)Cl (trans-dichlorobis(triphenylphosphine)palladium(II)). The solvent is O (Water). The product is O1CCN(CC1)C=1SC2=C(N=C(N=C2N2CCOCC2)C=2C=NC(=NC2)N)N1 (5-(2,7-Dimorpholinothiazolo[4,5-d]pyrimidin-5-yl)pyrimidin-2-amine). As a reaction SMILES: Cl[C:2]1[N:3]=[C:4]([N:17]2[CH2:22][CH2:21][O:20][CH2:19][CH2:18]2)[C:5]2[S:10][C:9]([N:11]3[CH2:16][CH2:15][O:14][CH2:13][CH2:12]3)=[N:8][C:6]=2[N:7]=1.C(=O)([O-])[O-].[Na+].[Na+].[C:29](#[N:31])[CH3:30]>Cl[Pd](Cl)([P](C1C=CC=CC=1)(C1C=CC=CC=1)C1C=CC=CC=1)[P](C1C=CC=CC=1)(C1C=CC=CC=1)C1C=CC=CC=1.O>[O:14]1[CH2:15][CH2:16][N:11]([C:9]2[S:10][C:5]3[C:4]([N:17]4[CH2:22][CH2:21][O:20][CH2:19][CH2:18]4)=[N:3][C:2]([C:30]4[CH:29]=[N:31][C:2]([NH2:7])=[N:3][CH:4]=4)=[N:7][C:6]=3[N:8]=2)[CH2:12][CH2:13]1 |f:1.2.3,^1:34,53|. Procedure: 5-Chloro-2,7-dimorpholinothiazolo[4,5-d]pyrimidine 79, 5-pyrimidine-2-amine boronic acid (1.2 eq), and trans-dichlorobis(triphenylphosphine)palladium(II) (0.1 eq) were slurried with equal parts 1M sodium carbonate (3 eq) and acetonitrile. The solution was microwaved at 150° C. for 10 minutes. An additionally 0.1 equivalents of trans-dichlorobis(triphenylphosphine)palladium(II) was added and the solution was microwaved an additional 10 minutes at 150° C. Water was added and the solution was filte... Starting materials: [OH-].[Na+] (NaOH), OC1=CC(=CC=2OC(C3=C(C21)CCCC3)=O)C (7,8,9,10-tetrahydro-1-hydroxy-3-methyl-6-oxo-6H-dibenzo[b,d]pyran), C(Cl)C1CO1 (epichlorohydrin). The solvent is CS(=O)C (dimethylsulfoxide), O (water). Run at time 5 minute. Product: CC=1C=C(C2=C(OC(C3=C2CCCC3)=O)C1)OCC1OC1 (7,8,9,10-tetrahydro-3-methyl-1-(oxiranylmethoxy)-6-oxo-6H-dibenzo[b,d]pyran). Reaction SMILES: [OH-].[Na+].[OH:3][C:4]1[C:13]2[C:12]3[CH2:14][CH2:15][CH2:16][CH2:17][C:11]=3[C:10](=[O:18])[O:9][C:8]=2[CH:7]=[C:6]([CH3:19])[CH:5]=1.[CH2:20]([CH:22]1[O:24][CH2:23]1)Cl>CS(C)=O.O>[CH3:19][C:6]1[CH:5]=[C:4]([O:3][CH2:20][CH:22]2[CH2:23][O:24]2)[C:13]2[C:12]3[CH2:14][CH2:15][CH2:16][CH2:17][C:11]=3[C:10](=[O:18])[O:9][C:8]=2[CH:7]=1 |f:0.1|. Procedure: To a stirred solution of NaOH (4.0 g, 0.1 m) in dimethylsulfoxide (DMSO) (250 ml) and water (250 ml), was added 7,8,9,10-tetrahydro-1-hydroxy-3-methyl-6-oxo-6H-dibenzo[b,d]pyran (20.0 g, 0.087 m) and the mixture stirred for 5 minutes, then treated with epichlorohydrin (50 ml). After 5 hours the mixture was cooled in an ice bath for 30 minutes and the precipitated solid collected by filtration, washed with water and dried to give 7,8,9,10-tetrahydro-3-methyl-1-(oxiranylmethoxy)-6-oxo-6H-dibenzo[b... The reactants are SC=1NC2=C(N1)C=CC=C2C (2-mercapto-4-methylbenzimidazole), Cl.ClCC1=C(N)C=CC=C1 (2-(chloromethyl) aniline hydrochloride). Product: CC1=CC=CC=2NC(=NC21)SCC2=C(C=CC=C2)N (2-[[(4-Methyl-1H-benzimidazol-2-yl)thio]methyl]benzenamine). Yield: 23.1%. RXN SMILES: [SH:1][C:2]1[NH:3][C:4]2[C:10]([CH3:11])=[CH:9][CH:8]=[CH:7][C:5]=2[N:6]=1.Cl.Cl[CH2:14][C:15]1[CH:21]=[CH:20][CH:19]=[CH:18][C:16]=1[NH2:17]>>[CH3:11][C:10]1[C:4]2[N:3]=[C:2]([S:1][CH2:14][C:15]3[CH:21]=[CH:20][CH:19]=[CH:18][C:16]=3[NH2:17])[NH:6][C:5]=2[CH:7]=[CH:8][CH:9]=1 |f:1.2|. Procedure: The title compound was prepared by the method of Example 1 using 3.52 g of 2-mercapto-4-methylbenzimidazole instead of 2-mercaptobenzimidazole and 3.52 g of 2-(chloromethyl) aniline hydrochloride instead of 2-(chloromethyl)-N,N-dimethylaniline. Recrystallization from diethyl ether gave 1.23 g of the title compound: m.p. 125-127° C. Analysis. Calc'd. for C15H15N3S: C, 66.89; H, 5.61; N,15.60; S, 11.90. Found: C, 66.76; H, 5.62; N, 15.41; S, 11.87. Reactants: O=CC(=O)O, O=C([O-])O, O=C([O-])O, CC(C)=O, NC(=O)Cc1cc(F)cc(F)c1, [Na+], [Na+], O, O, O=S(=O)([O-])O. Product: O=C(Cc1cc(F)cc(F)c1)NC(O)C(=O)O. RXN SMILES: [C:14]([CH:15]=[O:16])(=[O:17])[OH:18].[C:19](=[O:20])([OH:21])[O-:22].[C:24](=[O:25])([OH:26])[O-:27].[CH3:34][C:35](=[O:36])[CH3:37].[F:1][c:2]1[cH:3][c:4]([CH2:9][C:10](=[O:11])[NH2:12])[cH:5][c:6]([F:8])[cH:7]1.[Na+:23].[Na+:33].[OH2:13].[OH2:38].[S:28](=[O:29])(=[O:30])([OH:31])[O-:32]>>[F:1][c:2]1[cH:3][c:4]([CH2:9][C:10](=[O:11])[NH:12][CH:15]([C:14](=[O:17])[OH:18])[OH:16])[cH:5][c:6]([F:8])[cH:7]1. The reactants are [F-].[K+] (potassium fluoride), CN1N=C(C(=C1)C1=CC=C(C=N1)CC=1C(=CC(=C(C(=O)OC)C1)OS(=O)(=O)C(F)(F)F)C)C (methyl 5-((6-(1,3-dimethyl-1H-pyrazol-4-yl)pyridin-3-yl)methyl)-4-methyl-2-(((trifluoromethyl)sulfonyl)oxy)benzoate), C(CCC)C(=C(CCCC)CCCC)[Sn] (tributylvinyltin), [Cl-].[Li+] (lithium chloride). The reagents and catalysts are Cl[Pd]([P](C1=CC=CC=C1)(C2=CC=CC=C2)C3=CC=CC=C3)([P](C4=CC=CC=C4)(C5=CC=CC=C5)C6=CC=CC=C6)Cl (trans-dichlorobis(triphenylphosphine)palladium(II)). The solvent is CN(C)C=O (DMF). Conditions: temperature 90 celsius, time 1.5 hour. The product is CN1N=C(C(=C1)C1=CC=C(C=N1)CC=1C(=CC(=C(C(=O)OC)C1)C=C)C)C (methyl 5-((6-(1,3-dimethyl-1H-pyrazol-4-yl)pyridin-3-yl)methyl)-4-methyl-2-vinylbenzoate). As a reaction SMILES: [CH3:1][N:2]1[CH:6]=[C:5]([C:7]2[N:12]=[CH:11][C:10]([CH2:13][C:14]3[C:15]([CH3:32])=[CH:16][C:17](OS(C(F)(F)F)(=O)=O)=[C:18]([CH:23]=3)[C:19]([O:21][CH3:22])=[O:20])=[CH:9][CH:8]=2)[C:4]([CH3:33])=[N:3]1.[CH2:34](C([Sn])=C(CCCC)CCCC)[CH2:35]CC.[Cl-].[Li+].[F-].[K+]>CN(C=O)C.Cl[Pd](Cl)([P](C1C=CC=CC=1)(C1C=CC=CC=1)C1C=CC=CC=1)[P](C1C=CC=CC=1)(C1C=CC=CC=1)C1C=CC=CC=1>[CH3:1][N:2]1[CH:6]=[C:5]([C:7]2[N:12]=[CH:11][C:10]([CH2:13][C:14]3[C:15]([CH3:32])=[CH:16][C:17]([CH:34]=[CH2:35])=[C:18]([CH:23]=3)[C:19]([O:21][CH3:22])=[O:20])=[CH:9][CH:8]=2)[C:4]([CH3:33])=[N:3]1 |f:2.3,4.5,^1:35,60,79|. Procedure: To a solution of methyl 5-((6-(1,3-dimethyl-1H-pyrazol-4-yl)pyridin-3-yl)methyl)-4-methyl-2-(((trifluoromethyl)sulfonyl)oxy)benzoate (0.26 g) in DMF (5.5 mL) were added tributylvinyltin (0.24 mL), trans-dichlorobis(triphenylphosphine)palladium(II) (0.02 g) and lithium chloride (0.17 g), and the mixture was stirred at 90° C. for 1.5 hr under argon atmosphere. To the reaction mixture was added aqueous potassium fluoride solution, and the precipitated insoluble substance was removed by filtration t...